From a dataset of the Open Reaction Database (ORD), a public repository of structured organic reaction records. describe an organic reaction: reactants, conditions, products, and yield Starting materials: FC(C(=O)O)(F)F (trifluoroacetic acid), C(C)(C)(C)OC(=O)N(C(C)(C(=O)N[C@@H](C(C)C)C(=O)N(C)[C@H]([C@@H](CC(=O)N1[C@@H](CCC1)[C@@H]([C@H](C(N[C@@H](CC1=CC=CC=C1)C=1SC=CN1)=O)C)OC)OC)[C@H](CC)C)C)C (N-(tert-butoxycarbonyl)-N,2-dimethylalanyl-N-[(3R,4S,5S)-3-methoxy-1-{(2S)-2-[(1R,2R)-1-methoxy-2-methyl-3-oxo-3-{[(1S)-2-phenyl-1-(1,3-thiazol-2-yl)ethyl]amino}propyl]pyrrolidin-1-yl}-5-methyl-1-oxoheptan-4-yl]-N-methyl-L-valinamide), ( m ). Solvent: ClCCl (dichloromethane). Conditions: time 8 hour. Yields the product CNC(C)(C(=O)N[C@@H](C(C)C)C(=O)N(C)[C@H]([C@@H](CC(=O)N1[C@@H](CCC1)[C@@H]([C@H](C(N[C@@H](CC1=CC=CC=C1)C=1SC=CN1)=O)C)OC)OC)[C@H](CC)C)C (N,2-dimethylalanyl-N-[(3R,4S,5S)-3-methoxy-1-{(2S)-2-[(1R,2R)-1-methoxy-2-methyl-3-oxo-3-{[(1S)-2-phenyl-1-(1,3-thiazol-2-yl)ethyl]amino}propyl]pyrrolidin-1-yl}-5-methyl-1-oxoheptan-4-yl]-N-methyl-L-valinamide). RXN SMILES: C(O[C:6]([N:8](C)[C:9]([CH3:59])([C:11]([NH:13][C@H:14]([C:18]([N:20]([C@@H:22]([C@@H:55]([CH3:58])[CH2:56][CH3:57])[C@H:23]([O:53][CH3:54])[CH2:24][C:25]([N:27]1[CH2:31][CH2:30][CH2:29][C@H:28]1[C@H:32]([O:51][CH3:52])[C@@H:33]([CH3:50])[C:34](=[O:49])[NH:35][C@H:36]([C:44]1[S:45][CH:46]=[CH:47][N:48]=1)[CH2:37][C:38]1[CH:43]=[CH:42][CH:41]=[CH:40][CH:39]=1)=[O:26])[CH3:21])=[O:19])[CH:15]([CH3:17])[CH3:16])=[O:12])[CH3:10])=O)(C)(C)C.FC(F)(F)C(O)=O>ClCCl>[CH3:6][NH:8][C:9]([CH3:59])([C:11]([NH:13][C@H:14]([C:18]([N:20]([C@@H:22]([C@@H:55]([CH3:58])[CH2:56][CH3:57])[C@H:23]([O:53][CH3:54])[CH2:24][C:25]([N:27]1[CH2:31][CH2:30][CH2:29][C@H:28]1[C@H:32]([O:51][CH3:52])[C@@H:33]([CH3:50])[C:34](=[O:49])[NH:35][C@H:36]([C:44]1[S:45][CH:46]=[CH:47][N:48]=1)[CH2:37][C:38]1[CH:39]=[CH:40][CH:41]=[CH:42][CH:43]=1)=[O:26])[CH3:21])=[O:19])[CH:15]([CH3:17])[CH3:16])=[O:12])[CH3:10]. Procedure details: To a mixture of #87 (58 mg, 0.068 mmol, 1 eq.) in dichloromethane (8 mL) was added trifluoroacetic acid (2 mL). After stirring overnight, the reaction mixture was concentrated in vacuo. The residue was taken up in ethyl acetate (10 mL), washed with saturated aqueous sodium bicarbonate solution, dried over sodium sulfate, filtered, and concentrated in vacuo to give #88 (52 mg, quantitative). LC-MS 757.6 [M+H+], retention time=0.69 minute; 1H NMR (400 MHz, DMSO-d6), presumed to be a mixture of rot... Starting materials: FC(C1=C(CN2N=CC3=CC(=CC=C23)C=C2C(NC(S2)=O)=O)C=CC(=C1)C(F)(F)F)(F)F (5-[1-(2,4-bis-trifluoromethylbenzyl)-1H-indazol-5-ylmethylene]thiazolidine-2,4-dione), C(C)(C)(C)OC(NC1(CCOCC1)CCO)=O ([4-(2-hydroxyethyl)tetrahydro-2H-pyran-4-yl]carbamic acid tert-butyl ester). Yields the product C(C)(C)(C)OC(NC1(CCOCC1)CCN1C(SC(C1=O)=CC=1C=C2C=NN(C2=CC1)CC1=C(C=C(C=C1)C(F)(F)F)C(F)(F)F)=O)=O ([4-(2-{5-[1-(2,4-Bis-trifluoromethylbenzyl)-1H-indazol-5-ylmethylene]-2,4-dioxothiazolidin-3-yl}ethyl)tetrahydro-2H-pyran-4-yl]carbamic acid tert-butyl ester). Reaction SMILES: [F:1][C:2]([F:32])([F:31])[C:3]1[CH:26]=[C:25]([C:27]([F:30])([F:29])[F:28])[CH:24]=[CH:23][C:4]=1[CH2:5][N:6]1[C:14]2[C:9](=[CH:10][C:11]([CH:15]=[C:16]3[S:20][C:19](=[O:21])[NH:18][C:17]3=[O:22])=[CH:12][CH:13]=2)[CH:8]=[N:7]1.[C:33]([O:37][C:38](=[O:49])[NH:39][C:40]1([CH2:46][CH2:47]O)[CH2:45][CH2:44][O:43][CH2:42][CH2:41]1)([CH3:36])([CH3:35])[CH3:34]>>[C:33]([O:37][C:38](=[O:49])[NH:39][C:40]1([CH2:46][CH2:47][N:18]2[C:17](=[O:22])[C:16](=[CH:15][C:11]3[CH:10]=[C:9]4[C:14](=[CH:13][CH:12]=3)[N:6]([CH2:5][C:4]3[CH:23]=[CH:24][C:25]([C:27]([F:29])([F:28])[F:30])=[CH:26][C:3]=3[C:2]([F:31])([F:1])[F:32])[N:7]=[CH:8]4)[S:20][C:19]2=[O:21])[CH2:45][CH2:44][O:43][CH2:42][CH2:41]1)([CH3:36])([CH3:35])[CH3:34]. Reported procedure: [4-(2-{5-[1-(2,4-Bis-trifluoromethylbenzyl)-1H-indazol-5-ylmethylene]-2,4-dioxothiazolidin-3-yl}ethyl)tetrahydro-2H-pyran-4-yl]carbamic acid tert-butyl ester was prepared from 5-[1-(2,4-bis-trifluoromethylbenzyl)-1H-indazol-5-ylmethylene]thiazolidine-2,4-dione (from Example 6) and ([4-(2-hydroxyethyl)tetrahydro-2H-pyran-4-yl]carbamic acid tert-butyl ester following General Procedure J.